This data is from the Open Reaction Database (ORD), a public repository of structured organic reaction records. The task is: describe an organic reaction: reactants, conditions, products, and yield The reactants are C(=O)(O)C=1C=NC=2N(C1O)N=CC2C2=CC=C(C=C2)CC2=CC(=CC=C2)C (6-carboxy-7-hydroxy-3-[4-(3-methylphenylmethyl) phenyl]pyrazolo[1,5-a]pyrimidine), NC1=CC=CC=C1 (aniline). Solvent: ice water. Product: OC1=CC=NC=2N1N=CC2C2=CC=C(C=C2)CC2=CC(=CC=C2)C (7-hydroxy-3-[4-(3-methylphenylmethyl)phenyl]pyrazolo[1,5-a]pyrimidine). Isolated yield 39.6%. As a reaction SMILES: C([C:4]1[CH:5]=[N:6][C:7]2[N:8]([N:11]=[CH:12][C:13]=2[C:14]2[CH:19]=[CH:18][C:17]([CH2:20][C:21]3[CH:26]=[CH:25][CH:24]=[C:23]([CH3:27])[CH:22]=3)=[CH:16][CH:15]=2)[C:9]=1[OH:10])(O)=O.NC1C=CC=CC=1>>[OH:10][C:9]1[N:8]2[N:11]=[CH:12][C:13]([C:14]3[CH:15]=[CH:16][C:17]([CH2:20][C:21]4[CH:26]=[CH:25][CH:24]=[C:23]([CH3:27])[CH:22]=4)=[CH:18][CH:19]=3)=[C:7]2[N:6]=[CH:5][CH:4]=1. Reported procedure: A mixture of 6-carboxy-7-hydroxy-3-[4-(3-methylphenylmethyl) phenyl]pyrazolo[1,5-a]pyrimidine (1.44 g) and aniline (10 ml) was heated at 100° C. to 110° C. with stirring, and reacted with each other for 1 hour. After completion of reaction, ice-water (100 ml) was poured into the mixture, and the precipitate was filtrated, washed with water and 30% methol, dried, and separated and purified by using a silica-gel column chromatography (chloroform:methanol=30:1) to give the title compound (0.50 g). The product is COc1cc2oc(=O)c3c(c2cc1[N+](=O)[O-])CCNC3. Starting materials: COc1ccc2c3c(c(=O)oc2c1)CNCC3, [NH4+], [OH-], O, O=[N+]([O-])O, O=S(=O)(O)O. Reaction SMILES: [CH3:1][O:2][c:3]1[cH:4][c:5]2[c:6]([cH:7][cH:8]1)[c:9]1[c:10]([c:15](=[O:17])[o:16]2)[CH2:11][NH:12][CH2:13][CH2:14]1.[NH4+:22].[OH-:23].[OH2:29].[OH:18][N+:19]([O-:20])=[O:21].[S:24](=[O:25])(=[O:26])([OH:27])[OH:28]>>[CH3:1][O:2][c:3]1[cH:4][c:5]2[c:6]([cH:7][c:8]1[N+:19](=[O:18])[O-:20])[c:9]1[c:10]([c:15](=[O:17])[o:16]2)[CH2:11][NH:12][CH2:13][CH2:14]1. Reaction SMILES: [CH2:1]([c:2]1[cH:3][cH:4][cH:5][cH:6][cH:7]1)[O:8][c:9]1[c:10]([C:11](=[O:12])[NH:13][c:14]2[cH:15][c:16]([C:24]([F:25])([F:26])[F:27])[cH:17][c:18]([C:20]([F:21])([F:22])[F:23])[cH:19]2)[cH:28][c:29](-[c:32]2[n:33][c:34]([CH3:37])[s:35][cH:36]2)[cH:30][cH:31]1.[CH3:38][CH2:39][OH:40]>>[OH:8][c:9]1[c:10]([C:11](=[O:12])[NH:13][c:14]2[cH:15][c:16]([C:24]([F:25])([F:26])[F:27])[cH:17][c:18]([C:20]([F:21])([F:22])[F:23])[cH:19]2)[cH:28][c:29](-[c:32]2[n:33][c:34]([CH3:37])[s:35][cH:36]2)[cH:30][cH:31]1. Starting materials: Cc1nc(-c2ccc(OCc3ccccc3)c(C(=O)Nc3cc(C(F)(F)F)cc(C(F)(F)F)c3)c2)cs1, CCO. Yields the product Cc1nc(-c2ccc(O)c(C(=O)Nc3cc(C(F)(F)F)cc(C(F)(F)F)c3)c2)cs1. Starting materials: CN, CCO, CC#N, CSC(=S)C1(c2cccnc2)CCCCS1=O. Product: CNC(=S)C1(c2cccnc2)CCCCS1=O. As a reaction SMILES: [CH3:1][NH2:2].[CH3:20][CH2:21][OH:22].[CH3:23][C:24]#[N:25].[n:3]1[cH:4][c:5]([C:9]2([C:16]([S:18][CH3:17])=[S:19])[S:10](=[O:15])[CH2:11][CH2:12][CH2:13][CH2:14]2)[cH:6][cH:7][cH:8]1>>[CH3:1][NH:2][C:16]([C:9]1([c:5]2[cH:4][n:3][cH:8][cH:7][cH:6]2)[S:10](=[O:15])[CH2:11][CH2:12][CH2:13][CH2:14]1)=[S:18]. Starting materials: Cl (hydrogen chloride), Cl (hydrochloride), FC1=CC=C(C=C1)C(O)(C1CCNCC1)C1=CC=C(C=C1)F ([α,α-bis(p-fluorophenyl)]-4-piperidinemethanol), ClCCCOC1=CC=C(C=C1)S(=O)(=O)N (4-(3-chloropropoxy)benzenesulfonamide), C([O-])([O-])=O.[Na+].[Na+] (sodium carbonate), [I-].[K+] (potassium iodide). Solvent: C(CCC)O (1-butanol). The product is Cl.FC1=CC=C(C=C1)C(C1CCN(CC1)CCCOC1=CC=C(C=C1)S(=O)(=O)N)(O)C1=CC=C(C=C1)F (4-[3-[4-[Bis(4-fluorophenyl)hydroxymethyl]-1-piperidinyl]propoxy]benzenesulfonamide hydrochloride). Yield: 63.3%. RXN SMILES: [F:1][C:2]1[CH:7]=[CH:6][C:5]([C:8]([C:16]2[CH:21]=[CH:20][C:19]([F:22])=[CH:18][CH:17]=2)([CH:10]2[CH2:15][CH2:14][NH:13][CH2:12][CH2:11]2)[OH:9])=[CH:4][CH:3]=1.[Cl:23][CH2:24][CH2:25][CH2:26][O:27][C:28]1[CH:33]=[CH:32][C:31]([S:34]([NH2:37])(=[O:36])=[O:35])=[CH:30][CH:29]=1.C(=O)([O-])[O-].[Na+].[Na+].[I-].[K+].Cl>C(O)CCC>[ClH:23].[F:1][C:2]1[CH:7]=[CH:6][C:5]([C:8]([C:16]2[CH:17]=[CH:18][C:19]([F:22])=[CH:20][CH:21]=2)([OH:9])[CH:10]2[CH2:11][CH2:12][N:13]([CH2:24][CH2:25][CH2:26][O:27][C:28]3[CH:29]=[CH:30][C:31]([S:34]([NH2:37])(=[O:36])=[O:35])=[CH:32][CH:33]=3)[CH2:14][CH2:15]2)=[CH:4][CH:3]=1 |f:2.3.4,5.6,9.10|. Reported procedure: This compound was prepared according to the procedure of Example 1. A mixture of 3.0 g (0.01 mole) of [α,α-bis(p-fluorophenyl)]-4-piperidinemethanol, 2.5 g (0.01 mole) of 4-(3-chloropropoxy)benzenesulfonamide, 5.3 g (0.05 mole) of anhydrous sodium carbonate and 0.3 g of potassium iodide in 100 ml of 1-butanol gave a gum as residue. The gum was converted to the hydrochloride with ethereal hydrogen chloride and the solid was recrystallized from absolute ethanol to yield 3.5 g (64%) of white solid,...